Dataset: the Open Reaction Database (ORD), a public repository of structured organic reaction records. Task: describe an organic reaction: reactants, conditions, products, and yield Starting materials: C(C)OC(=O)C1=C(NC=C1C)CC(NCCN(CC)CC)=O (2-[(2-diethylamino-ethylcarbamoyl)-methyl]-4-methyl-1H-pyrrole-3-carboxylic acid ethyl ester), [OH-].[Na+] (sodium hydroxide), O (water), Cl (hydrochloric acid). The solvent is O1CCCC1 (tetrahydrofuran), O1CCCC1 (tetrahydrofuran). Conditions: time 1 hour. Product: C(C)OC(=O)C1=C(NC=C1C)CCNCCN(CC)CC (2-[2-(2-diethylamino-ethylamino)-ethyl]-4-methyl-1H-pyrrole-3-carboxylic acid ethyl ester). Yield: 101.6%. As a reaction SMILES: [CH2:1]([O:3][C:4]([C:6]1[C:10]([CH3:11])=[CH:9][NH:8][C:7]=1[CH2:12][C:13](=O)[NH:14][CH2:15][CH2:16][N:17]([CH2:20][CH3:21])[CH2:18][CH3:19])=[O:5])[CH3:2].O.Cl.[OH-].[Na+]>O1CCCC1>[CH2:1]([O:3][C:4]([C:6]1[C:10]([CH3:11])=[CH:9][NH:8][C:7]=1[CH2:12][CH2:13][NH:14][CH2:15][CH2:16][N:17]([CH2:20][CH3:21])[CH2:18][CH3:19])=[O:5])[CH3:2] |f:3.4|. Reported procedure: A stirred solution of 2-[(2-diethylamino-ethylcarbamoyl)-methyl]-4-methyl-1H-pyrrole-3-carboxylic acid ethyl ester (310 mg, 1 mmol) in anhydrous tetrahydrofuran (2 ml) was added dropwise slowly with 1M borane-tetrahydrofuran complex in tetrahydrofuran (3 ml, 3 mmol) under an argon atmosphere. Upon completion of the addition, the mixture was stirred at room temperature for 1 hour and heated to reflux for another 5 hours. The reaction mixture was added with cold water (5 ml) and 1N hydrochloric ac... The reactants are NCCCCCC(=O)O (6-aminohexanoic acid), C1=CC=CC=2C3=CC=CC=C3C(C12)COC(=O)ON1C(CCC1=O)=O (N-{[(9H-fluoren-9-yl)methoxy]carbonyl}oxysuccinimide). The solvent is CN(C)C=O (DMF), O (H2O), C(=O)([O-])[O-].[Na+].[Na+] (Na2CO3). Run at time 1 hour. The product is C1=CC=CC=2C3=CC=CC=C3C(C12)COC(=O)NCCCCCC(=O)O (6-{{[(9H-Fluoren-9-yl)methoxy]carbonyl}amino}hexanoic Acid). RXN SMILES: [NH2:1][CH2:2][CH2:3][CH2:4][CH2:5][CH2:6][C:7]([OH:9])=[O:8].[CH:10]1[C:22]2[CH:21]([CH2:23][O:24][C:25](ON3C(=O)CCC3=O)=[O:26])[C:20]3[C:15](=[CH:16][CH:17]=[CH:18][CH:19]=3)[C:14]=2[CH:13]=[CH:12][CH:11]=1>C([O-])([O-])=O.[Na+].[Na+].CN(C=O)C.O>[CH:10]1[C:22]2[CH:21]([CH2:23][O:24][C:25]([NH:1][CH2:2][CH2:3][CH2:4][CH2:5][CH2:6][C:7]([OH:9])=[O:8])=[O:26])[C:20]3[C:15](=[CH:16][CH:17]=[CH:18][CH:19]=3)[C:14]=2[CH:13]=[CH:12][CH:11]=1 |f:2.3.4|. Reported procedure: To a solution (“soln.”) of 6-aminohexanoic acid (1; 144 mg, 1.1 mmol) in 9% aq. Na2CO3 soln. (2.4 ml) was added a soln. of (9H-fluoren-9-yl)methyl succinimidyl carbonate (2; 337 mg, 1 mmol) in DMF (2.5 ml). After stirring for 1 h at room temperature (“r.t.”), the mixture was diluted with H2O (50 ml) and extracted twice with Et2O (2×20 ml). Then, the H2O phase was acified with conc. HCl soln. to pH 2 and extracted with AcOEt (5×30 ml). The organic (“org.”) layer was dried (MgSO4) and evaporated. ... Starting materials: C(C1=CC=CC=C1)N1CC(C1)O (1-benzylazetidin-3-ol), [C-]#N.[Na+] (sodium cyanide), CN(C=O)C (dimethylformamide). The solvent is O (water). Yields the product C(C1=CC=CC=C1)N1CC(C1)C#N (1-benzyl-3-cyanoazetidine). Reaction SMILES: [CH2:1]([N:8]1[CH2:11][CH:10](O)[CH2:9]1)[C:2]1[CH:7]=[CH:6][CH:5]=[CH:4][CH:3]=1.[C-]#N.[Na+].[CH3:16][N:17](C)C=O>O>[CH2:1]([N:8]1[CH2:11][CH:10]([C:16]#[N:17])[CH2:9]1)[C:2]1[CH:7]=[CH:6][CH:5]=[CH:4][CH:3]=1 |f:1.2|. Reported procedure: 1.7 g of 13A and 1.2 g of sodium cyanide were stirred together in 1 ml of water and 20 ml of dimethylformamide at 60° C. for 16 hours. The solvent was removed under reduced pressure and the residue was purified by chromatography on silica gel using isopropanol in dichloromethane as eluent to give 1-benzyl-3-cyanoazetidine (13B). Reactants: OO (hydrogen peroxide), CC(C(C)(C)C)(C)O (1,1,2,2-tetramethylpropyl alcohol), O (water), S(O)(O)(=O)=O (sulfuric acid). Solvent: ClCCl (dichloromethane). Conditions: time 2 hour. Product: CC(C(C)(C)C)(C)OO (1,1,2,2-tetramethylpropylhydroperoxide). Yield: 91.7%. As a reaction SMILES: [OH:1]O.O.S(=O)(=O)(O)O.[CH3:9][C:10]([OH:16])([CH3:15])[C:11]([CH3:14])([CH3:13])[CH3:12]>ClCCl>[CH3:9][C:10]([O:16][OH:1])([CH3:15])[C:11]([CH3:14])([CH3:13])[CH3:12]. Procedure details: A 300-ml four-necked flask equipped with a stirrer, thermometer and dropping funnel was charged with 73.7 g of a 50% hydrogen peroxide aqueous solution. Stirring was started, the flask was kept at a temperature below 20° C. by water cooling, and 51.7 g of 98% conc. sulfuric acid was added dropwise to form a mixed acid. While the flask was cooled at a temperature of 0° to 5° C. with an ice bath, with stirring, 40 ml of a dichloromethane solution containing 42.9 g of 1,1,2,2-tetramethylpropyl alco...